From a dataset of the Open Reaction Database (ORD), a public repository of structured organic reaction records. describe an organic reaction: reactants, conditions, products, and yield The reactants are C(C1=CC=CC=C1)(C1=CC=CC=C1)OCCC=1CCNCC1 (4-(2-(benzhydryloxy)ethyl)-1,2,3,6-tetrahydropyridine), C(C)(=O)OC(C)=O (acetic anhydride), S-styrene oxide, C(C)O (ethanol). Solvent: N1=CC=CC=C1 (pyridine). Yields the product C(C)(=O)O[C@H](CN1CC=C(CC1)CCOC(C1=CC=CC=C1)C1=CC=CC=C1)C1=CC=CC=C1 ((S)-2-(4-(2-(benzhydryloxy)ethyl)-5,6-dihydropyridin-1(2H)-yl)-1-phenylethyl acetate). As a reaction SMILES: [CH:1]([O:14][CH2:15][CH2:16][C:17]1[CH2:18][CH2:19][NH:20][CH2:21][CH:22]=1)([C:8]1[CH:13]=[CH:12][CH:11]=[CH:10][CH:9]=1)[C:2]1[CH:7]=[CH:6][CH:5]=[CH:4][CH:3]=1.[CH2:23](O)[CH3:24].[C:26]([O:29][C:30](=[O:32])[CH3:31])(=O)[CH3:27]>N1C=CC=CC=1>[C:30]([O:29][C@@H:26]([C:24]1[CH:23]=[CH:3][CH:2]=[CH:1][CH:8]=1)[CH2:27][N:20]1[CH2:19][CH2:18][C:17]([CH2:16][CH2:15][O:14][CH:1]([C:8]2[CH:13]=[CH:12][CH:11]=[CH:10][CH:9]=2)[C:2]2[CH:3]=[CH:4][CH:5]=[CH:6][CH:7]=2)=[CH:22][CH2:21]1)(=[O:32])[CH3:31]. Procedure: With reference to FIG. 8, 4-(2-(benzhydryloxy)ethyl)-1,2,3,6-tetrahydropyridine 5 (0.5 g, 1.704 mmol), S-styrene oxide 6b (0.205 g, 1.704 mmol), ethanol (20 ml). Yield (after purification)=0.65 g. For acetylation, the mixture of regioisomers (0.5 g, 1.209 mmol), pyridine (10 ml) and acetic anhydride (0.148 ml, 1.571 mmol, 1.3 equiv). Yield (after purification)=0.2 g. 1H-NMR (CDCl3; 400 MHz): 2.03-2.07 (brs, 5H, H-3, COCH3), 2.31-2.34 (t, 2H, J=6.4 Hz, OCH2CH2), 2.59-2.74 (m, 3H, H-2, NCHHCHOAc),... The reactants are C1=CC=C2C=CC3=CC=CC4=CC=C1C2=C34 (pyrene), C1(=CC=C(C=2C(=CC=C(C12)C(=O)O)C(=O)O)C(=O)O)C(=O)O (naphthalene-1,4,5,8-tetracarboxylic acid). The product is 258, C12=CC=C(C=3C(=CC=C(C13)C(=O)O)C(=O)O)C(=O)OC2=O (naphthalene-1,4,5,8-tetracarboxylic 1,4-monoanhydride). As a reaction SMILES: C1C2C3=C4C(=CC=2)C=CC=C4C=CC3=CC=1.[C:17]1([C:36](O)=[O:37])[C:26]2[C:25]([C:27]([OH:29])=[O:28])=[CH:24][CH:23]=[C:22]([C:30]([OH:32])=[O:31])[C:21]=2[C:20]([C:33]([OH:35])=[O:34])=[CH:19][CH:18]=1>>[C:17]12[C:36](=[O:37])[O:35][C:33](=[O:34])[C:20]([C:21]3[C:22]([C:30]([OH:32])=[O:31])=[CH:23][CH:24]=[C:25]([C:27]([OH:29])=[O:28])[C:26]=31)=[CH:19][CH:18]=2. Reported procedure: The 1,3,6,8-tetrabromopyrene is obtained in an amount of 564 parts and a purity of about 83%, which corresponds to a yield of about 2% of theory, based on 100% pure pyrene, which on further processing to naphthalene-1,4,5,8-tetracarboxylic acid gives 258 parts of naphthalene-1,4,5,8-tetracarboxylic 1,4-monoanhydride.